From a dataset of the Open Reaction Database (ORD), a public repository of structured organic reaction records. describe an organic reaction: reactants, conditions, products, and yield The reactants are FC1=CC=C(C=C1)C(=C(C(=O)OCC)C1=NN=NN1CC)C1=CC=C(C=C1)F (ethyl 3,3-bis(4-fluorophenyl)-2-(1-ethyl-1H-tetrazol-5-yl)-2-propenoate), FC1=CC=C(C=C1)C(=C(C(=O)OCC)C=1N=NN(N1)CC)C1=CC=C(C=C1)F (ethyl 3,3-bis(4-fluorophenyl)-2-(2-ethyl-2H-tetrazol-5-yl)-2-propenoate). The product is FC1=CC=C(C=C1)C(=C(CO)C=1N=NN(N1)CC)C1=CC=C(C=C1)F (3,3-Bis(4-fluorophenyl)-2-(2-ethyl-2H-tetrazol-5-yl)-2-propenol). The yield is 101.1%. As a reaction SMILES: FC1C=CC(C(C2C=CC(F)=CC=2)=C(C2N(CC)N=NN=2)C(OCC)=O)=CC=1.[F:29][C:30]1[CH:35]=[CH:34][C:33]([C:36]([C:50]2[CH:55]=[CH:54][C:53]([F:56])=[CH:52][CH:51]=2)=[C:37]([C:43]2[N:44]=[N:45][N:46]([CH2:48][CH3:49])[N:47]=2)[C:38](OCC)=[O:39])=[CH:32][CH:31]=1>>[F:29][C:30]1[CH:35]=[CH:34][C:33]([C:36]([C:50]2[CH:51]=[CH:52][C:53]([F:56])=[CH:54][CH:55]=2)=[C:37]([C:43]2[N:44]=[N:45][N:46]([CH2:48][CH3:49])[N:47]=2)[CH2:38][OH:39])=[CH:32][CH:31]=1. Reported procedure: The general procedure of Example 46 was repeated, except that the ethyl 3,3-bis(4-fluorophenyl)-2-(1-ethyl-1H-tetrazol-5-yl)-2-propenoate utilized therein was replaced with 1.0 g of ethyl 3,3-bis(4-fluorophenyl)-2-(2-ethyl-2H-tetrazol-5-yl)-2-propenoate and there was thereby produced 0.9 g of the title compound; m.p.=82°-84° C. The reactants are C(C)N1C(N(C2=C1C=CC=C2)C2CCNCC2)=O (4-(3-ethyl-2-oxo-1-benzimidazolinyl)piperidine), O=S1(N(C(C2=C1C=CC=C2)=O)CCCCBr)=O (1,1-dioxido-2-(4-bromobutyl)-1,2-benzisothiazol-3(2H)-one), C(C)OCC (diethyl ether). Solvent: O (H2O). The product is O=S1(N(C(C2=C1C=CC=C2)=O)CCCCN2CCC(CC2)N2C(N(C1=C2C=CC=C1)CC)=O)=O (1,1-Dioxido-2-(4-(4-(3-ethyl-2-oxo-1-benzimidazolinyl)piperidin-1-yl)butyl)-1,2-benzisothiazol-3(2H)-one). As a reaction SMILES: [CH2:1]([N:3]1[C:7]2[CH:8]=[CH:9][CH:10]=[CH:11][C:6]=2[N:5]([CH:12]2[CH2:17][CH2:16][NH:15][CH2:14][CH2:13]2)[C:4]1=[O:18])[CH3:2].[O:19]=[S:20]1(=[O:35])[C:24]2[CH:25]=[CH:26][CH:27]=[CH:28][C:23]=2[C:22](=[O:29])[N:21]1[CH2:30][CH2:31][CH2:32][CH2:33]Br.C(OCC)C>O>[O:19]=[S:20]1(=[O:35])[C:24]2[CH:25]=[CH:26][CH:27]=[CH:28][C:23]=2[C:22](=[O:29])[N:21]1[CH2:30][CH2:31][CH2:32][CH2:33][N:15]1[CH2:16][CH2:17][CH:12]([N:5]2[C:6]3[CH:11]=[CH:10][CH:9]=[CH:8][C:7]=3[N:3]([CH2:1][CH3:2])[C:4]2=[O:18])[CH2:13][CH2:14]1. Reported procedure: From 4-(3-ethyl-2-oxo-1-benzimidazolinyl)piperidine and 1,1-dioxido-2-(4-bromobutyl)-1,2-benzisothiazol-3(2H)-one (prepared as shown in Example 21) using the procedures described in Example 1 there was obtained a white solid as the freebase (from diethyl ether), melting point 124-25° C. Analysis calculated for C25H30N4O4S.0.4 H2O: C, 61.30; H, 6.34; N, 11.44; found: C, 61.34; H, 6.18; N, 11.47. The NMR was consistent with the structure. The reactants are CCCCCCCCOP(C)(=O)CCOC(C)=O, CO, Cl. The product is CCCCCCCCOP(C)(=O)CCO. RXN SMILES: [CH2:1]([CH2:2][CH2:3][CH2:4][CH2:5][CH2:6][CH2:7][CH3:8])[O:9][P:10](=[O:11])([CH3:12])[CH2:13][CH2:14][O:15][C:16](=[O:17])[CH3:18].[CH3:20][OH:21].[ClH:19]>>[CH2:1]([CH2:2][CH2:3][CH2:4][CH2:5][CH2:6][CH2:7][CH3:8])[O:9][P:10](=[O:11])([CH3:12])[CH2:13][CH2:14][OH:15]. The reactants are CCO, CCOC(=O)C(CCCCN(Cc1nc2oc(-c3ccc(C)cc3)c(C(=O)NC)c2cc1C1CC1)[SH](=O)=O)S(C)(=O)=O, [Na+], [OH-]. Yields the product CNC(=O)c1c(-c2ccc(C)cc2)oc2nc(CN(CCCCC(C(=O)O)S(C)(=O)=O)[SH](=O)=O)c(C3CC3)cc12. RXN SMILES: [CH3:45][CH2:46][OH:47].[CH:1]1([c:4]2[cH:5][c:6]3[c:7]([n:8][c:9]2[CH2:10][N:11]([SH:12](=[O:13])=[O:14])[CH2:15][CH2:16][CH2:17][CH2:18][CH:19]([C:20](=[O:21])[O:22][CH2:23][CH3:24])[S:25](=[O:26])(=[O:27])[CH3:28])[o:29][c:30](-[c:36]2[cH:37][cH:38][c:39]([CH3:42])[cH:40][cH:41]2)[c:31]3[C:32]([NH:33][CH3:34])=[O:35])[CH2:2][CH2:3]1.[Na+:44].[OH-:43]>>[CH:1]1([c:4]2[cH:5][c:6]3[c:7]([n:8][c:9]2[CH2:10][N:11]([SH:12](=[O:13])=[O:14])[CH2:15][CH2:16][CH2:17][CH2:18][CH:19]([C:20](=[O:21])[OH:22])[S:25](=[O:26])(=[O:27])[CH3:28])[o:29][c:30](-[c:36]2[cH:37][cH:38][c:39]([CH3:42])[cH:40][cH:41]2)[c:31]3[C:32]([NH:33][CH3:34])=[O:35])[CH2:2][CH2:3]1. The reactants are C(CC)S(=O)(=O)C1=C(C=CC=C1)S(=O)(=O)N=C=O (2-propylsulfonylbenzenesulfonyl isocyanate), NC1=NC(=CC(=N1)Cl)OCC (2-amino-4-chloro-6-ethoxypyrimidine). Run in C(C)#N (acetonitrile). Run at time 8 hour. Product: ClC1=NC(=NC(=C1)OCC)NC(=O)NS(=O)(=O)C1=C(C=CC=C1)S(=O)(=O)CCC (N-[(4-Chloro-6-ethoxypyrimidin-2-yl)aminocarbonyl]-2-(propylsulfonyl)benzenesulfonamide). Reaction SMILES: [CH2:1]([S:4]([C:7]1[CH:12]=[CH:11][CH:10]=[CH:9][C:8]=1[S:13]([N:16]=[C:17]=[O:18])(=[O:15])=[O:14])(=[O:6])=[O:5])[CH2:2][CH3:3].[NH2:19][C:20]1[N:25]=[C:24]([Cl:26])[CH:23]=[C:22]([O:27][CH2:28][CH3:29])[N:21]=1>C(#N)C>[Cl:26][C:24]1[CH:23]=[C:22]([O:27][CH2:28][CH3:29])[N:21]=[C:20]([NH:19][C:17]([NH:16][S:13]([C:8]2[CH:9]=[CH:10][CH:11]=[CH:12][C:7]=2[S:4]([CH2:1][CH2:2][CH3:3])(=[O:6])=[O:5])(=[O:15])=[O:14])=[O:18])[N:25]=1. Reported procedure: To a suspension of 2-propylsulfonylbenzenesulfonyl isocyanate (1.67 g, 5.76 mmol) in dry acetonitrile was added 2-amino-4-chloro-6-ethoxypyrimidine (1.00 g, 5.76 mmol). After stirring at room temperature overnight, the reaction mixture was filtered and the solid washed with 1-chlorobutane to give the product as a white powder melting at 220°-222° C. Starting materials: [Cl-].[Ca+2].[Cl-] (calcium chloride), [OH-].[Na+] (sodium hydroxide), OC1=CC=C(C(=O)SC2=CC=C(C=C2)C#N)C=C1 (S-(4-cyanophenyl) 4-(hydroxy)thiobenzoate), C(=S)(Cl)Cl (thiophosgene). Solvent: O (water), C(Cl)(Cl)Cl (chloroform). Run at time 2 hour. Product: ClC(=S)OC1=CC=C(C(=O)SC2=CC=C(C=C2)C#N)C=C1 (S-(4-Cyanophenyl) 4-(chlorothiocarbonyloxy)thiobenzoate). Reaction SMILES: [OH-].[Na+].[OH:3][C:4]1[CH:20]=[CH:19][C:7]([C:8]([S:10][C:11]2[CH:16]=[CH:15][C:14]([C:17]#[N:18])=[CH:13][CH:12]=2)=[O:9])=[CH:6][CH:5]=1.[C:21](Cl)([Cl:23])=[S:22].[Cl-].[Ca+2].[Cl-]>O.C(Cl)(Cl)Cl>[Cl:23][C:21]([O:3][C:4]1[CH:20]=[CH:19][C:7]([C:8]([S:10][C:11]2[CH:16]=[CH:15][C:14]([C:17]#[N:18])=[CH:13][CH:12]=2)=[O:9])=[CH:6][CH:5]=1)=[S:22] |f:0.1,4.5.6|. Reported procedure: A solution of 566 mg of sodium hydroxide in 5 ml of water was added dropwise with vigorous stirring to a solution of 3.00 g of S-(4-cyanophenyl) 4-(hydroxy)thiobenzoate and 1.35 ml of thiophosgene in 60 ml of chloroform. Stirring was continued for 2 hours when the filtered solution was treated with calcium chloride and stirred for a further 30 minutes. Evaporation of the filtered solution gave 3.66 g of the title compound. Reactants: CCOCC, CC1CC(=O)c2ccc(F)cc2O1, O, O=[N+]([O-])O, O=S(=O)(O)O. The product is CC1CC(=O)c2cc([N+](=O)[O-])c(F)cc2O1. As a reaction SMILES: [CH3:19][CH2:20][O:21][CH2:22][CH3:23].[F:1][c:2]1[cH:3][cH:4][c:5]2[c:10]([cH:11]1)[O:9][CH:8]([CH3:12])[CH2:7][C:6]2=[O:13].[OH2:18].[OH:14][N+:15]([O-:16])=[O:17].[S:24](=[O:25])(=[O:26])([OH:27])[OH:28]>>[F:1][c:2]1[c:3]([N+:15](=[O:14])[O-:16])[cH:4][c:5]2[c:10]([cH:11]1)[O:9][CH:8]([CH3:12])[CH2:7][C:6]2=[O:13]. Product: NC=1C=C2C(C(N(C2=CC1[N+](=O)[O-])CCC(F)(F)F)=O)(C)C (5-amino-3,3-dimethyl-6-nitro-1-(3,3,3-trifluoro-propyl)-1,3-dihydro-indol-2-one). Reported procedure: Analogously to general procedure (I) N-(3,3-dimethyl-6-nitro-2-oxo-2,3-dihydro-1H-indol-5-yl)-acetamide (2 g) is alkylated in a high pressure reaction vessel using 1-iodo-3,3,3-trifluoro-propane (1.8 ml; 15.2 mmol) and K2CO3 (2.1 g; 15.2 mmol) at 60° C. for 14 days After aqueous work-up and purification by RP chromatography the pure material (0.38 g; 1.07 mmol) is de-acetylated in MeOH (80 ml) using DBU (0.3 ml) at reflux. After aqueous work-up 5-amino-3,3-dimethyl-6-nitro-1-(3,3,3-trifluoro-pro... Starting materials: CC1(C(NC2=CC(=C(C=C12)NC(C)=O)[N+](=O)[O-])=O)C (N-(3,3-dimethyl-6-nitro-2-oxo-2,3-dihydro-1H-indol-5-yl)-acetamide), ICCC(F)(F)F (1-iodo-3,3,3-trifluoro-propane), C(=O)([O-])[O-].[K+].[K+] (K2CO3). Reaction SMILES: [CH3:1][C:2]1([CH3:19])[C:10]2[C:5](=[CH:6][C:7]([N+:15]([O-:17])=[O:16])=[C:8]([NH:11]C(=O)C)[CH:9]=2)[NH:4][C:3]1=[O:18].I[CH2:21][CH2:22][C:23]([F:26])([F:25])[F:24].C([O-])([O-])=O.[K+].[K+]>>[NH2:11][C:8]1[CH:9]=[C:10]2[C:5](=[CH:6][C:7]=1[N+:15]([O-:17])=[O:16])[N:4]([CH2:21][CH2:22][C:23]([F:26])([F:25])[F:24])[C:3](=[O:18])[C:2]2([CH3:1])[CH3:19] |f:2.3.4|. The yield is 14.1%. Reactants: CCN(C(C)C)C(C)C, ClC(c1ccccc1)c1ccccc1, Cl, COCC1CN(c2ccc(C3CCC(O)CC3)cc2)C(=O)O1. The product is COCC1CN(c2ccc(C3CCC(OC(c4ccccc4)c4ccccc4)CC3)cc2)C(=O)O1. As a reaction SMILES: [CH2:38]([N:39]([CH:40]([CH3:41])[CH3:42])[CH:43]([CH3:44])[CH3:45])[CH3:46].[Cl:23][CH:24]([c:25]1[cH:26][cH:27][cH:28][cH:29][cH:30]1)[c:31]1[cH:32][cH:33][cH:34][cH:35][cH:36]1.[ClH:37].[OH:1][CH:2]1[CH2:3][CH2:4][CH:5]([c:8]2[cH:9][cH:10][c:11]([N:14]3[C:15](=[O:22])[O:16][CH:17]([CH2:19][O:20][CH3:21])[CH2:18]3)[cH:12][cH:13]2)[CH2:6][CH2:7]1>>[O:1]([CH:2]1[CH2:3][CH2:4][CH:5]([c:8]2[cH:9][cH:10][c:11]([N:14]3[C:15](=[O:22])[O:16][CH:17]([CH2:19][O:20][CH3:21])[CH2:18]3)[cH:12][cH:13]2)[CH2:6][CH2:7]1)[CH:24]([c:25]1[cH:26][cH:27][cH:28][cH:29][cH:30]1)[c:31]1[cH:32][cH:33][cH:34][cH:35][cH:36]1.